This data is from the Open Reaction Database (ORD), a public repository of structured organic reaction records. The task is: describe an organic reaction: reactants, conditions, products, and yield Reactants: Cl.C(C)N(CC(O)C1=CC=CC=C1)CC (N,N-diethyl-2-amino-1-phenylethanol hydrochloride), Cl.C(C)N(CC)CC(=O)C1=CC=CC=C1 (N,N-diethylphenacylamine hydrochloride), CO (methanol), O (water), starting material. The solvent is [H][H] (hydrogen). Product: C(C)N(CC)CC(=O)C1=CC=CC=C1 (N,N-diethylphenacylamine). Yield: 95.0%. Reaction SMILES: Cl.[CH2:2]([N:4]([CH2:7][C:8]([C:10]1[CH:15]=[CH:14][CH:13]=[CH:12][CH:11]=1)=[O:9])[CH2:5][CH3:6])[CH3:3].CO.Cl.C(N(CC)CC(C1C=CC=CC=1)O)C.O>[H][H]>[CH2:2]([N:4]([CH2:7][C:8]([C:10]1[CH:15]=[CH:14][CH:13]=[CH:12][CH:11]=1)=[O:9])[CH2:5][CH3:6])[CH3:3] |f:0.1,3.4|. Procedure details: To 1.59 g (7 m-mol) of N,N-diethylphenacylamine hydrochloride were added 10 ml of methanol, 1.7 mg (0.0035 m-mol) of rhodium 1,5-cyclooctadiene chloride complex and 5.3 mg (0.0091 m-mol) of (2S,4S)-N-phenoxycarbonyl-4-dicyclohexylphosphino-2-iphenylphosphinomethylpyrrolidine (PCPM). The mixture was charged into an autoclave and stirred for 20 hours at 50° C. in hydrogen atmosphere at a pressure of 5 atm. It was confirmed by TLC that 100% of the starting material had been converted. An after-trea...